Dataset: the Open Reaction Database (ORD), a public repository of structured organic reaction records. Task: describe an organic reaction: reactants, conditions, products, and yield The reactants are CCCC(CCC)n1ccc2cc(-c3c(CC)cccc3CC)ncc21, O=C(OO)c1cccc(Cl)c1, ClCCl. Product: CCCC(CCC)n1ccc2cc(-c3c(CC)cccc3CC)[n+]([O-])cc21. Reaction SMILES: [CH2:12]([CH3:13])[c:14]1[c:15](-[c:22]2[cH:23][c:24]3[c:25]([cH:26][n:27]2)[n:28]([CH:31]([CH2:32][CH2:33][CH3:34])[CH2:35][CH2:36][CH3:37])[cH:29][cH:30]3)[c:16]([CH2:20][CH3:21])[cH:17][cH:18][cH:19]1.[Cl:1][c:2]1[cH:3][c:4]([C:5]([O:6][OH:7])=[O:9])[cH:8][cH:10][cH:11]1.[Cl:38][CH2:39][Cl:40]>>[O-:9][n+:27]1[c:22](-[c:15]2[c:14]([CH2:12][CH3:13])[cH:19][cH:18][cH:17][c:16]2[CH2:20][CH3:21])[cH:23][c:24]2[c:25]([cH:26]1)[n:28]([CH:31]([CH2:32][CH2:33][CH3:34])[CH2:35][CH2:36][CH3:37])[cH:29][cH:30]2.